From a dataset of the Open Reaction Database (ORD), a public repository of structured organic reaction records. describe an organic reaction: reactants, conditions, products, and yield The reactants are BrB(Br)Br, COc1ccc(N2CCC3(CC2)CN(c2ccccc2)C(=O)O3)cc1, ClC(Cl)Cl, ClCCl. Yields the product O=C1OC2(CCN(c3ccc(O)cc3)CC2)CN1c1ccccc1. Reaction SMILES: [B:29]([Br:30])([Br:31])[Br:32].[CH3:1][O:2][c:3]1[cH:4][cH:5][c:6]([N:9]2[CH2:10][CH2:11][C:12]3([CH2:13][N:14]([c:18]4[cH:19][cH:20][cH:21][cH:22][cH:23]4)[C:15](=[O:17])[O:16]3)[CH2:24][CH2:25]2)[cH:7][cH:8]1.[CH:33]([Cl:34])([Cl:35])[Cl:36].[Cl:26][CH2:27][Cl:28]>>[OH:2][c:3]1[cH:4][cH:5][c:6]([N:9]2[CH2:10][CH2:11][C:12]3([CH2:13][N:14]([c:18]4[cH:19][cH:20][cH:21][cH:22][cH:23]4)[C:15](=[O:17])[O:16]3)[CH2:24][CH2:25]2)[cH:7][cH:8]1.